From a dataset of the Open Reaction Database (ORD), a public repository of structured organic reaction records. describe an organic reaction: reactants, conditions, products, and yield Starting materials: 26.6, ClC1=C(C=C(C(=C1)Cl)Cl)OC([C@@H](NC(=O)OC(C)(C)C)CC1=CNC2=CC=CC=C12)=O (N-t-butoxycarbonyl-L-tryptophan 2,4,5-trichlorophenyl ester), C(C1=CC=CC=C1)OC([C@@H](N)CCSC)=O (L-methionine benzyl ester). Solvent: C(Cl)Cl (methylene chloride). The product is C(C1=CC=CC=C1)OC([C@@H](NC([C@@H](NC(=O)OC(C)(C)C)CC1=CNC2=CC=CC=C12)=O)CCSC)=O (N-t-butoxycarbonyl-L-tryptophyl-L-methionine benzyl ester). Reaction SMILES: ClC1C=C(Cl)C(Cl)=CC=1O[C:11](=[O:31])[C@H:12]([CH2:21][C:22]1[C:30]2[C:25](=[CH:26][CH:27]=[CH:28][CH:29]=2)[NH:24][CH:23]=1)[NH:13][C:14]([O:16][C:17]([CH3:20])([CH3:19])[CH3:18])=[O:15].[CH2:32]([O:39][C:40](=[O:47])[C@H:41]([CH2:43][CH2:44][S:45][CH3:46])[NH2:42])[C:33]1[CH:38]=[CH:37][CH:36]=[CH:35][CH:34]=1>C(Cl)Cl>[CH2:32]([O:39][C:40](=[O:47])[C@H:41]([CH2:43][CH2:44][S:45][CH3:46])[NH:42][C:11](=[O:31])[C@H:12]([CH2:21][C:22]1[C:30]2[C:25](=[CH:26][CH:27]=[CH:28][CH:29]=2)[NH:24][CH:23]=1)[NH:13][C:14]([O:16][C:17]([CH3:18])([CH3:20])[CH3:19])=[O:15])[C:33]1[CH:38]=[CH:37][CH:36]=[CH:35][CH:34]=1. Procedure: A solution of 26.6 parts N-t-butoxycarbonyl-L-tryptophan 2,4,5-trichlorophenyl ester and 12.0 parts L-methionine benzyl ester in 200 parts methylene chloride is stirred overnight at room temperature. The solvent is then removed by evaporation under reduced pressure. The crude dipeptide is then subjected to low-pressure column chromatography on silica gel to afford N-t-butoxycarbonyl-L-tryptophyl-L-methionine benzyl ester. Reactants: CO, O=C(Cl)C1CCCC1, COc1cc2nc(N3CCNCC3)nc(N)c2cc1OC. Product: COc1cc2nc(N3CCN(C(=O)C4CCCC4)CC3)nc(N)c2cc1OC. Reaction SMILES: [CH3:30][OH:31].[CH:1]1([C:6](=[O:7])[Cl:8])[CH2:2][CH2:3][CH2:4][CH2:5]1.[NH2:9][c:10]1[n:11][c:12]([N:24]2[CH2:25][CH2:26][NH:27][CH2:28][CH2:29]2)[n:13][c:14]2[cH:15][c:16]([O:22][CH3:23])[c:17]([O:20][CH3:21])[cH:18][c:19]12>>[CH:1]1([C:6](=[O:7])[N:27]2[CH2:26][CH2:25][N:24]([c:12]3[n:11][c:10]([NH2:9])[c:19]4[c:14]([n:13]3)[cH:15][c:16]([O:22][CH3:23])[c:17]([O:20][CH3:21])[cH:18]4)[CH2:29][CH2:28]2)[CH2:2][CH2:3][CH2:4][CH2:5]1. Reported procedure: A mixture of 7-chloro-2,6-naphthyridine-3-carboxylic acid (360 mg, 1.8 mmol), tert-butyl alcohol (3.4 mL), N,N-diisopropylethylamine (1 mL, 5.6 mmol), and diphenylphosphonic azide (1.0 mL, 4.5 mmol) in toluene (6 mL) was heated at 110° C. for 1 hour. The cooled reaction mixture was diluted with ethyl acetate (50 mL) and washed with water (50 mL). The organic layer was separated, dried over sodium sulfate, filtered, and evaporated in vacuo to afford a residue that was purified by flash chromatogr... RXN SMILES: [Cl:1][C:2]1[CH:11]=[C:10]2[C:5]([CH:6]=[C:7](C(O)=O)[N:8]=[CH:9]2)=[CH:4][N:3]=1.[C:15]([OH:19])([CH3:18])([CH3:17])[CH3:16].C([N:23]([CH2:27]C)C(C)C)(C)C.C1C=CC([O:35]P(OC2C=CC=CC=2)(N=[N+]=[N-])=O)=CC=1>C1(C)C=CC=CC=1.C(OCC)(=O)C>[Cl:1][C:2]1[CH:11]=[C:10]2[C:5]([CH:6]=[C:7]([NH:23][C:27](=[O:35])[O:19][C:15]([CH3:18])([CH3:17])[CH3:16])[N:8]=[CH:9]2)=[CH:4][N:3]=1. Product: ClC1=NC=C2C=C(N=CC2=C1)NC(OC(C)(C)C)=O (tert-butyl 7-chloro-2,6-naphthyridin-3-ylcarbamate). Reaction conditions: temperature 110 celsius. Run in C1(=CC=CC=C1)C (toluene), C(C)(=O)OCC (ethyl acetate). The reactants are ClC1=NC=C2C=C(N=CC2=C1)C(=O)O (7-chloro-2,6-naphthyridine-3-carboxylic acid), C(C)(C)(C)O (tert-butyl alcohol), C(C)(C)N(C(C)C)CC (N,N-diisopropylethylamine), C1=CC=C(C=C1)OP(=O)(N=[N+]=[N-])OC2=CC=CC=C2 (diphenylphosphonic azide). Yield: 83.0%. The reactants are ClC(C(=O)OC)(C)C (methyl 2-chloro-2-methylpropanoate), C(C(=C)C)(=O)OC (methyl methacrylate). The product is COCC(C(=O)OC)C (methyl 3-methoxy-2-methylpropanoate). Yield: 18.0%. As a reaction SMILES: Cl[C:2]([CH3:8])([CH3:7])[C:3]([O:5][CH3:6])=[O:4].[C:9](OC)(=[O:13])C(C)=C>>[CH3:9][O:13][CH2:7][CH:2]([CH3:8])[C:3]([O:5][CH3:6])=[O:4]. Reported procedure: An analysis of the obtained crude reaction solution by gas chromatography revealed that the conversion of methyl 2-chloro-2-methylpropanoate was 68.8% and the yield of methyl methacrylate was 13.6%. As to another product, methyl 3-methoxy-2-methylpropanoate was obtained in an 18.0% yield. Starting materials: O=C1C2=CC=CC=C2C(C=2C=CC(=CC12)C(=O)O)=O (9,1 0-dihydro-9,10-dioxo-2-anthracenecarboxylic acid), S(=O)(Cl)Cl (thionyl chloride), CC1=NC=C(N1CCO)[N+](=O)[O-] (metronidazole). The product is CC=1NC(=CN1)[N+](=O)[O-].O=C1C2=CC=CC=C2C(C=2C=CC(=CC12)C(=O)OCC)=O (2-methyl-5-nitro-1H-imidazole 1-ethyl 9,10-dihydro-9,10-dioxo-2-anthracenecarboxylate). Isolated yield 8.9%. Procedure details: The reaction mixture of 9,1 0-dihydro-9,10-dioxo-2-anthracenecarboxylic acid (126 mg, 0.5 mmol) and thionyl chloride (2 ml) was refluxed for 2 h. The excessive thionyl chloride was evaporated under vacuum. The residue was dissolved in 5 ml of pyridine. To this solution, metronidazole (80 mg, 0.47 mmol) was added. After the mixture was stirred at 80° C. for 2 h, water was added to this mixture. The water layer was extracted with dichloromethane (20 ml×3). The organic layer of dichloromethane was ... Run at temperature 80 celsius, time 2 hour. Solvent: O (water). Reaction SMILES: [O:1]=[C:2]1[C:15]2[CH:14]=[C:13]([C:16](O)=[O:17])[CH:12]=[CH:11][C:10]=2[C:9](=[O:19])[C:8]2[C:3]1=[CH:4][CH:5]=[CH:6][CH:7]=2.S(Cl)(Cl)=O.[CH3:24][C:25]1[N:29]([CH2:30][CH2:31][OH:32])[C:28]([N+:33]([O-:35])=[O:34])=[CH:27][N:26]=1>O>[CH3:24][C:25]1[NH:29][C:28]([N+:33]([O-:35])=[O:34])=[CH:27][N:26]=1.[O:1]=[C:2]1[C:15]2[CH:14]=[C:13]([C:16]([O:32][CH2:31][CH3:30])=[O:17])[CH:12]=[CH:11][C:10]=2[C:9](=[O:19])[C:8]2[C:3]1=[CH:4][CH:5]=[CH:6][CH:7]=2 |f:4.5|.